describe an organic reaction: reactants, conditions, products, and yield From a dataset of the Open Reaction Database (ORD), a public repository of structured organic reaction records. The reactants are COc1cc(C(=O)NC2CCN(C)C2)ccc1[N+](=O)[O-], CN(C)CCN. The product is COc1cc(C(=O)NCCN(C)C)ccc1[N+](=O)[O-]. As a reaction SMILES: [CH3:1][O:2][c:3]1[cH:4][c:5]([C:6](=[O:7])[NH:8][CH:9]2[CH2:10][N:11]([CH3:14])[CH2:12][CH2:13]2)[cH:15][cH:16][c:17]1[N+:18](=[O:19])[O-:20].[CH3:21][N:22]([CH3:23])[CH2:24][CH2:25][NH2:26]>>[CH3:1][O:2][c:3]1[cH:4][c:5]([C:6](=[O:7])[NH:8][CH2:9][CH2:10][N:11]([CH3:12])[CH3:14])[cH:15][cH:16][c:17]1[N+:18](=[O:19])[O-:20]. The reactants are O=C1C2C3CCCC3C(C1)C2 (8-ketotricyclo[5.2.1.02.6 ]decane), terephthaldehyde di ethyl acetal, C[O-].[Na+] (sodium methylate), acetal, C=O (paraformaldehyde), [Br-].C(C)[N+]1=CSC2=C1C=CC=C2 (3-ethylbenzothiazolium bromide), C(=O)C1=CC=C(C=C2C(C3C4CCCC4C2C3)=O)C=C1 (9-(4'- formylbenzylidene)-8-ketotricyclo[5.2.1.02.6 ]decane). Solvent: C(C)O (ethanol), C(C)N(CC)CC (triethylamine). The product is OCC(=O)C1=CC=C(C=C2C(C3C4CCCC4C2C3)=O)C=C1 (9-(4'-(2"-hydroxy1"-oxoethyl)-benzylidene)-8-ketotricyclo[5.2.1.02.6 ]decane). RXN SMILES: [Br-].C([N+]1C2C=CC=CC=2SC=1)C.[CH:13]([C:15]1[CH:32]=[CH:31][C:18]([CH:19]=[C:20]2[CH:28]3[CH2:29][CH:22]([CH:23]4[CH:27]3[CH2:26][CH2:25][CH2:24]4)[C:21]2=[O:30])=[CH:17][CH:16]=1)=[O:14].[O:33]=[C:34]1CC2CC1C1C2CCC1.C[O-].[Na+].C=O>C(O)C.C(N(CC)CC)C>[OH:33][CH2:34][C:13]([C:15]1[CH:16]=[CH:17][C:18]([CH:19]=[C:20]2[CH:28]3[CH2:29][CH:22]([CH:23]4[CH:27]3[CH2:26][CH2:25][CH2:24]4)[C:21]2=[O:30])=[CH:31][CH:32]=1)=[O:14] |f:0.1,4.5|. Procedure: 0.8 g (3.5 mmol) of 3-ethylbenzothiazolium bromide and triethylamine are added to a mixture of 35 mmol of 9-(4'- formylbenzylidene)-8-ketotricyclo[5.2.1.02.6 ]decane (prepared from 8-ketotricyclo[5.2.1.02.6 ]decane and terephthaldehyde di ethyl acetal (sic) in the presence of sodium methylate and subsequent acetal cleavage) and 1.2 g of paraformaldehyde in 70 ml of ethanol, and the mixture is heated under reflux. After working up analogously to Example 1, 9-(4'-(2"-hydroxy1"-oxoethyl)-benzyliden... Starting materials: N([C@@H]([C@@H](C)CC)C(=O)N[C@@H](C)C(=O)NCC(=O)N[C@H](CCCNC(N[N+](=O)[O-])=N)C(=O)OCC1=CC=CC=C1)C(=O)OC(C)(C)C (Boc-Ile-Ala-Gly-D-Arg(NO2)-OBzl), N1([C@H](C(=O)N[C@@H](CCC(N)=O)C(=O)NCC(=O)O)CCC1)C1=C([N+](=O)[O-])C=C([N+](=O)[O-])C=C1 (DNP-Pro-Gln-Gly-OH). Product: N([C@@H]([C@@H](C)CC)C(=O)N[C@@H](C)C(=O)NCC(=O)N[C@H](CCCNC(N[N+](=O)[O-])=N)C(=O)OCC1=CC=CC=C1)C1=C([N+](=O)[O-])C=C([N+](=O)[O-])C=C1 (DNP-Ile-Ala-Gly-D-Arg(NO2)-OBzl). RXN SMILES: [NH:1](C(OC(C)(C)C)=O)[C@H:2]([C:7]([NH:9][C@H:10]([C:12]([NH:14][CH2:15][C:16]([NH:18][C@@H:19]([C:30]([O:32][CH2:33][C:34]1[CH:39]=[CH:38][CH:37]=[CH:36][CH:35]=1)=[O:31])[CH2:20][CH2:21][CH2:22][NH:23][C:24](=[NH:29])[NH:25][N+:26]([O-:28])=[O:27])=[O:17])=[O:13])[CH3:11])=[O:8])[C@H:3]([CH2:5][CH3:6])[CH3:4].N1([C:68]2[CH:79]=[CH:78][C:74]([N+:75]([O-:77])=[O:76])=[CH:73][C:69]=2[N+:70]([O-:72])=[O:71])CCC[C@H]1C(N[C@H](C(NCC(O)=O)=O)CCC(=O)N)=O>>[NH:1]([C:68]1[CH:79]=[CH:78][C:74]([N+:75]([O-:77])=[O:76])=[CH:73][C:69]=1[N+:70]([O-:72])=[O:71])[C@H:2]([C:7]([NH:9][C@H:10]([C:12]([NH:14][CH2:15][C:16]([NH:18][C@@H:19]([C:30]([O:32][CH2:33][C:34]1[CH:35]=[CH:36][CH:37]=[CH:38][CH:39]=1)=[O:31])[CH2:20][CH2:21][CH2:22][NH:23][C:24](=[NH:29])[NH:25][N+:26]([O-:28])=[O:27])=[O:17])=[O:13])[CH3:11])=[O:8])[C@H:3]([CH2:5][CH3:6])[CH3:4]. Procedure: Boc-Ile-Ala-Gly-D-Arg(NO2)-OBzl (900 mg, 1.4 m mol) was demasked with respect to the N-masking group, and coupled with DNP-Pro-Gln-Gly-OH (580 mg, 1.4 m mol) in the manner similar to that of Example 1, paragraph 7). Reactants: COc1ccc(CN2C(=O)CC3CCC(=O)CC32)c(OC)c1, CO, [H][H], N, [Pd]. As a reaction SMILES: [CH3:1][O:2][c:3]1[c:4]([CH2:5][N:6]2[C:7](=[O:16])[CH2:8][CH:9]3[CH2:10][CH2:11][C:12](=[O:15])[CH2:13][CH:14]23)[cH:17][cH:18][c:19]([O:21][CH3:22])[cH:20]1.[CH3:26][OH:27].[H:23][H:24].[NH3:25].[Pd:28]>>[CH3:1][O:2][c:3]1[c:4]([CH2:5][N:6]2[C:7](=[O:16])[CH2:8][CH:9]3[CH2:10][CH2:11][CH:12]([NH2:25])[CH2:13][CH:14]23)[cH:17][cH:18][c:19]([O:21][CH3:22])[cH:20]1. Product: COc1ccc(CN2C(=O)CC3CCC(N)CC32)c(OC)c1. Reactants: FC=1C=C(C=CC1)CCC(=O)NN (3-(3-fluorophenyl)propanohydrazide), N1C=CC2=C1N=CC=C2C(=O)O (1H-pyrrolo[2,3-b]pyridine-4-carboxylic acid). The product is FC=1C=C(C=CC1)CCC1=NN=C(O1)C1=C2C(=NC=C1)NC=C2 (4-[5-[2-(3-fluorophenyl)ethyl]-1,3,4-oxadiazol-2-yl]-1H-pyrrolo[2,3-b]pyridine). Yield: 40.0%. RXN SMILES: [F:1][C:2]1[CH:3]=[C:4]([CH2:8][CH2:9][C:10]([NH:12][NH2:13])=[O:11])[CH:5]=[CH:6][CH:7]=1.[NH:14]1[C:18]2[N:19]=[CH:20][CH:21]=[C:22]([C:23](O)=O)[C:17]=2[CH:16]=[CH:15]1>>[F:1][C:2]1[CH:3]=[C:4]([CH2:8][CH2:9][C:10]2[O:11][C:23]([C:22]3[CH:21]=[CH:20][N:19]=[C:18]4[NH:14][CH:15]=[CH:16][C:17]=34)=[N:13][N:12]=2)[CH:5]=[CH:6][CH:7]=1. Reported procedure: In the same manner as in Example 14 and using 3-(3-fluorophenyl)propanohydrazide instead of 1H-benzotriazole-5-carbohydrazide and 1H-pyrrolo[2,3-b]pyridine-4-carboxylic acid instead of 3-(3-cyanophenyl)propionic acid, the title compound (yield 40%) was obtained as pale-yellow crystals. Reactants: C1(=CC=CC=C1)[Li] (phenyl lithium), C1CCCCC1 (cyclohexane), BrC1=CC(=C(C=O)C=C1)OC(F)(F)F (4-bromo-2-trifluoromethoxy-benzaldehyde), [Cl-].COC[P+](C1=CC=CC=C1)(C1=CC=CC=C1)C1=CC=CC=C1 ((methoxymethyl) triphenylphosphonium chloride). The solvent is CCOCC (Et2O), CCOCC (Et2O), CCOCC (Et2O). Reaction conditions: time 10 minute. Yields the product BrC1=CC(=C(C=C1)CC=O)OC(F)(F)F ((4-bromo-2-trifluoromethoxy-phenyl)-acetaldehyde). Isolated yield 29.6%. As a reaction SMILES: [Cl-].[CH3:2][O:3]C[P+](C1C=CC=CC=1)(C1C=CC=CC=1)C1C=CC=CC=1.C1([Li])C=CC=CC=1.C1CCCCC1.[Br:37][C:38]1[CH:45]=[CH:44][C:41]([CH:42]=O)=[C:40]([O:46][C:47]([F:50])([F:49])[F:48])[CH:39]=1>CCOCC>[Br:37][C:38]1[CH:45]=[CH:44][C:41]([CH2:42][CH:2]=[O:3])=[C:40]([O:46][C:47]([F:50])([F:49])[F:48])[CH:39]=1 |f:0.1|. Reported procedure: To a suspension of (methoxymethyl) triphenylphosphonium chloride (5.29 g, 14.9 mol) in Et2O (50 mL) was added 1.8 M phenyl lithium in 30% Et2O in cyclohexane (8.58 mL, 15.5 mmol). The mixture was stirred at ambient temperature for 10 min. To the reaction mixture was added 4-bromo-2-trifluoromethoxy-benzaldehyde (4 g, 14.9 mmol) in Et2O (18 mL). The mixture was stirred at ambient temperature for 4 hr, filtrated, and concentrated. To the above residue was added 10% H2SO4 in AcOH (40 mL). The mixtu...